Task: describe an organic reaction: reactants, conditions, products, and yield. Dataset: the Open Reaction Database (ORD), a public repository of structured organic reaction records Starting materials: Cl (HCl), C(C)OC(CC1C2=C(B(O1)O)C=C(C=C2C)OC=2SC(=CN2)NC(=O)OC(C)(C)C)=O ([6-(5-tert-butoxycarbonylamino-thiazol-2-yloxy)-1-hydroxy-4-methyl-1,3-dihydro-benzo[c][1,2]oxaborol-3-yl]-acetic acid ethyl ester), [Li+].[OH-] (LiOH). Run in C1CCOC1 (THF), O (water). Run at time 3 hour. Product: C(C)(C)(C)OC(=O)NC1=CN=C(S1)OC=1C=C(C2=C(B(OC2CC(=O)O)O)C1)C ([6-(5-tert-Butoxycarbonylamino-thiazol-2-yloxy)-1-hydroxy-4-methyl-1,3-dihydro-benzo[c][1,2]oxaborol-3-yl]-acetic acid). Yield: 39.7%. Reaction SMILES: C([O:3][C:4](=[O:31])[CH2:5][CH:6]1[O:10][B:9]([OH:11])[C:8]2[CH:12]=[C:13]([O:17][C:18]3[S:19][C:20]([NH:23][C:24]([O:26][C:27]([CH3:30])([CH3:29])[CH3:28])=[O:25])=[CH:21][N:22]=3)[CH:14]=[C:15]([CH3:16])[C:7]1=2)C.[Li+].[OH-].Cl>C1COCC1.O>[C:27]([O:26][C:24]([NH:23][C:20]1[S:19][C:18]([O:17][C:13]2[CH:14]=[C:15]([CH3:16])[C:7]3[CH:6]([CH2:5][C:4]([OH:31])=[O:3])[O:10][B:9]([OH:11])[C:8]=3[CH:12]=2)=[N:22][CH:21]=1)=[O:25])([CH3:30])([CH3:29])[CH3:28] |f:1.2|. Reported procedure: To a solution of [6-(5-tert-butoxycarbonylamino-thiazol-2-yloxy)-1-hydroxy-4-methyl-1,3-dihydro-benzo[c][1,2]oxaborol-3-yl]-acetic acid ethyl ester (270 mg, 0.6 mmol) in THF (7 mL) was added LiOH (76 mg, 1.8 mmol) in water (3.5 mL). The mixture was stirred at room temperature for 3 h and acidified by 1N HCl to pH 3. The mixture was extracted by ethyl acetate. The organic layer was washed with water and brine, dried over Na2SO4 and concentrated. The residue was purified by HPLC affording the titl... The reactants are COCCN, C1CCOC1, COC(=O)c1cc2c(s1)C(=O)C=CC2=O. The product is COCCNC1=CC(=O)c2sc(C(=O)OC)cc2C1=O. Reaction SMILES: [CH3:1][O:2][CH2:3][CH2:4][NH2:5].[O:21]1[CH2:22][CH2:23][CH2:24][CH2:25]1.[O:6]=[C:7]1[CH:8]=[CH:9][C:10](=[O:20])[c:11]2[s:12][c:13]([C:16](=[O:17])[O:18][CH3:19])[cH:14][c:15]21>>[CH3:1][O:2][CH2:3][CH2:4][NH:5][C:8]1=[CH:9][C:10](=[O:20])[c:11]2[s:12][c:13]([C:16](=[O:17])[O:18][CH3:19])[cH:14][c:15]2[C:7]1=[O:6]. Product: BrC=1C(=C(CCl)C=C(C1CC)Cl)Cl (3-bromo-2,5-dichloro-4-ethylbenzyl chloride), BrC=1C(=C(CCl)C(=CC1CC)Cl)Cl (3-bromo-2,6-dichloro-4-ethylbenzyl chloride). Reaction SMILES: [Br:1][C:2]1[C:3]([Cl:12])=[C:4]([CH:7]=[CH:8][C:9]=1[CH2:10][CH3:11])[CH2:5][Cl:6].[Cl:13]Cl>C(Cl)Cl.[Fe]>[Br:1][C:2]1[C:3]([Cl:12])=[C:4]([CH:7]=[C:8]([Cl:13])[C:9]=1[CH2:10][CH3:11])[CH2:5][Cl:6].[Br:1][C:2]1[C:3]([Cl:12])=[C:4]([C:7]([Cl:13])=[CH:8][C:9]=1[CH2:10][CH3:11])[CH2:5][Cl:6]. Procedure: A mixture of 54 parts of 3-bromo-2-chloro-4-ethylbenzyl chloride and 3 parts of iron filings at 90°-95°C is treated with chlorine in the absence of light until there is no additional gain in weight, then cooled and diluted with methylene chloride. The mixture is filtered, and the filtrate is washed with water and dilute sodium bisulfite, then dried and concentrated. The residue is chromatographed and 3-bromo-2,5-dichloro-4-ethylbenzyl chloride and a small amount of 3-bromo-2,6-dichloro-4-ethylbe... Starting materials: ClCl (chlorine), 54, BrC=1C(=C(CCl)C=CC1CC)Cl (3-bromo-2-chloro-4-ethylbenzyl chloride). The reagents and catalysts are [Fe] (iron). The solvent is C(Cl)Cl (methylene chloride). The reactants are C(C)(C)(C)OC(=O)N1C(CCCC1)CC(=O)O (2-carboxymethyl-piperidine-1-carboxylic acid tert-butyl ester), FC1=C(C(=CC=C1F)N)N (3,4-difluoro-benzene-1,2-diamine), C([O-])([O-])=O.[K+].[K+] (potassium carbonate). Run in polyphosphoric acid. Reaction conditions: temperature 140 celsius. The product is FC1=C(C=CC=2NC(=NC21)CC2NCCCC2)F ((RS)-4,5-Difluoro-2-piperidin-2-ylmethyl-1H-benzoimidazole). Yield: 61.0%. Reaction SMILES: C(OC([N:8]1[CH2:13][CH2:12][CH2:11][CH2:10][CH:9]1[CH2:14][C:15](O)=O)=O)(C)(C)C.[F:18][C:19]1[C:24]([F:25])=[CH:23][CH:22]=[C:21]([NH2:26])[C:20]=1[NH2:27].C(=O)([O-])[O-].[K+].[K+]>>[F:18][C:19]1[C:20]2[N:27]=[C:15]([CH2:14][CH:9]3[CH2:10][CH2:11][CH2:12][CH2:13][NH:8]3)[NH:26][C:21]=2[CH:22]=[CH:23][C:24]=1[F:25] |f:2.3.4|. Procedure: A mixture of 2-carboxymethyl-piperidine-1-carboxylic acid tert-butyl ester (Beckett et al, J. Med. Chem., 563, 1969) (6.72 g, 28 mmol) and 3,4-difluoro-benzene-1,2-diamine (4.00 g, 28 mmol) in polyphosphoric acid (130 g) was heated at 140° C. for 7.5 h. The cooled reaction mixture was poured onto excess solid potassium carbonate and crushed ice. The resulting basic, aqueous solution was extracted with ethyl acetate (2×) and the combined organics were washed with brine, dried (Na2SO4) and the sol... Reactants: C(=O)(C(F)(F)F)O (TFA), [OH-].[Na+] (NaOH), C(C)(=O)O (acetic acid), C(C)(C)(C)OC(COC1=CC(=CC=C1)CN(CC1=CC=C(C=C1)C1=NC=CC=C1)S(=O)(=O)C1=CC=CC=C1)=O ((3-{[Benzenesulfonyl-(4-pyridin-2-yl-benzyl)-amino]-methyl}-phenoxy)-acetic acid tert-butyl ester). The solvent is CCOC(=O)C (EtOAc), O (water). The product is [Na+].C1(=CC=CC=C1)S(=O)(=O)N(CC1=CC=C(C=C1)C1=NC=CC=C1)CC=1C=C(OCC(=O)[O-])C=CC1 ((3-{[Benzenesulfonyl-(4-pyridin-2-yl-benzyl)-amino]-methyl}-phenoxy)-acetic acid sodium salt), acid. RXN SMILES: C([O:5][C:6](=[O:39])[CH2:7][O:8][C:9]1[CH:14]=[CH:13][CH:12]=[C:11]([CH2:15][N:16]([S:30]([C:33]2[CH:38]=[CH:37][CH:36]=[CH:35][CH:34]=2)(=[O:32])=[O:31])[CH2:17][C:18]2[CH:23]=[CH:22][C:21]([C:24]3[CH:29]=[CH:28][CH:27]=[CH:26][N:25]=3)=[CH:20][CH:19]=2)[CH:10]=1)(C)(C)C.C(O)(C(F)(F)F)=O.[OH-].[Na+:48].C(O)(=O)C>CCOC(C)=O.O>[Na+:48].[C:33]1([S:30]([N:16]([CH2:15][C:11]2[CH:10]=[C:9]([CH:14]=[CH:13][CH:12]=2)[O:8][CH2:7][C:6]([O-:39])=[O:5])[CH2:17][C:18]2[CH:19]=[CH:20][C:21]([C:24]3[CH:29]=[CH:28][CH:27]=[CH:26][N:25]=3)=[CH:22][CH:23]=2)(=[O:31])=[O:32])[CH:34]=[CH:35][CH:36]=[CH:37][CH:38]=1 |f:2.3,7.8|. Procedure details: The title compound was prepared following the method described in Example 3, Step C from (3-{[benzenesulfonyl-(4-pyridin-2-yl-benzyl)-amino]-methyl}-phenoxy)-acetic acid tert-butyl ester of Step B. The TFA salt was diluted with EtOAc and water and the aqueous solution was basified to about pH 11 with NaOH (1N). The aqueous solution was acidified with glacial acetic acid to about pH 5 and was washed with EtOAc (3×). The organic solution was dried (MgSO4), filtered, and concentrated, azeotroping w... Reactants: C=O, O=C=Nc1ccc(Cl)cc1, NC(CO)C(=O)O, [Na+], [OH-]. Yields the product O=C(O)C1COCN1C(=O)Nc1ccc(Cl)cc1. RXN SMILES: [CH2:1]=[O:2].[Cl:10][c:11]1[cH:12][cH:13][c:14]([N:17]=[C:18]=[O:19])[cH:15][cH:16]1.[NH2:3][CH:4]([CH2:5][OH:6])[C:7]([OH:8])=[O:9].[Na+:21].[OH-:20]>>[CH2:1]1[N:3]([C:18]([NH:17][c:14]2[cH:13][cH:12][c:11]([Cl:10])[cH:16][cH:15]2)=[O:19])[CH:4]([C:7]([OH:8])=[O:9])[CH2:5][O:6]1. Reactants: BrCCBr, O=C([O-])[O-], [K+], [K+], CN(C)C=O, COc1cc2c(Oc3ccccc3)ncnc2cc1O. The product is COc1cc2c(Oc3ccccc3)ncnc2cc1OCCBr. Reaction SMILES: [Br:1][CH2:2][CH2:3][Br:4].[C:25](=[O:26])([O-:27])[O-:28].[K+:29].[K+:30].[O:31]=[CH:32][N:33]([CH3:34])[CH3:35].[OH:5][c:6]1[c:7]([O:23][CH3:24])[cH:8][c:9]2[c:10]([O:16][c:17]3[cH:18][cH:19][cH:20][cH:21][cH:22]3)[n:11][cH:12][n:13][c:14]2[cH:15]1>>[Br:1][CH2:2][CH2:3][O:5][c:6]1[c:7]([O:23][CH3:24])[cH:8][c:9]2[c:10]([O:16][c:17]3[cH:18][cH:19][cH:20][cH:21][cH:22]3)[n:11][cH:12][n:13][c:14]2[cH:15]1. Starting materials: CC(C)(C)[O-], CS(C)=O, ClCCl, Nc1ccc(OC(F)(F)F)cc1, O=[N+]([O-])c1ccccc1F, [K+]. The product is O=[N+]([O-])c1ccccc1Nc1ccc(OC(F)(F)F)cc1. As a reaction SMILES: [C:23]([O-:24])([CH3:25])([CH3:26])[CH3:27].[CH3:32][S:33]([CH3:34])=[O:35].[Cl:29][CH2:30][Cl:31].[F:11][C:12]([O:13][c:14]1[cH:15][cH:16][c:17]([NH2:18])[cH:19][cH:20]1)([F:21])[F:22].[F:1][c:2]1[c:3]([N+:8](=[O:9])[O-:10])[cH:4][cH:5][cH:6][cH:7]1.[K+:28]>>[c:2]1([NH:18][c:17]2[cH:16][cH:15][c:14]([O:13][C:12]([F:11])([F:21])[F:22])[cH:20][cH:19]2)[c:3]([N+:8](=[O:9])[O-:10])[cH:4][cH:5][cH:6][cH:7]1. The reactants are CCOC(=O)c1cn(Cc2ccc(OC)cc2)c2ccccc2c1=O, CO, [Li+], [OH-], O. The product is COc1ccc(Cn2cc(C(=O)O)c(=O)c3ccccc32)cc1. Reaction SMILES: [CH2:1]([CH3:2])[O:3][C:4](=[O:5])[c:6]1[cH:7][n:8]([CH2:17][c:18]2[cH:19][cH:20][c:21]([O:24][CH3:25])[cH:22][cH:23]2)[c:9]2[cH:10][cH:11][cH:12][cH:13][c:14]2[c:15]1=[O:16].[CH3:29][OH:30].[Li+:26].[OH-:27].[OH2:28]>>[O:3]=[C:4]([OH:5])[c:6]1[cH:7][n:8]([CH2:17][c:18]2[cH:19][cH:20][c:21]([O:24][CH3:25])[cH:22][cH:23]2)[c:9]2[cH:10][cH:11][cH:12][cH:13][c:14]2[c:15]1=[O:16]. The reactants are C1CCOC1, C[Si](C)(C)Cl, CC(C)[N-]C(C)C, CCNC(=O)c1cc(Cl)ccc1Cl, [Li+]. Product: CCNC(=O)c1c(Cl)ccc(Cl)c1[Si](C)(C)C. RXN SMILES: [CH2:27]1[O:28][CH2:29][CH2:30][CH2:31]1.[CH3:22][Si:23]([CH3:24])([CH3:25])[Cl:26].[CH3:2][CH:3]([N-:4][CH:5]([CH3:6])[CH3:7])[CH3:8].[Cl:9][c:10]1[c:11]([C:12](=[O:13])[NH:14][CH2:15][CH3:16])[cH:17][c:18]([Cl:21])[cH:19][cH:20]1.[Li+:1]>>[Cl:9][c:10]1[c:11]([C:12](=[O:13])[NH:14][CH2:15][CH3:16])[c:17]([Si:23]([CH3:22])([CH3:24])[CH3:25])[c:18]([Cl:21])[cH:19][cH:20]1.